This data is from the Open Reaction Database (ORD), a public repository of structured organic reaction records. The task is: describe an organic reaction: reactants, conditions, products, and yield Reactants: N-Aryl-benzenesulfonamides, NC1=C(C=C(C=C1)F)C(=O)C1=CC=NC=C1 ((2-Amino-5-fluoro-phenyl)-pyridin-4-yl-methanone), C(C)(C)(C)C1=CC=C(C=C1)S(=O)(=O)Cl (4-tert-butyl-benzenesulfonyl chloride). Product: C(C)(C)(C)C1=CC=C(C=C1)S(=O)(=O)NC1=C(C=C(C=C1)F)C(=O)C1=CC=NC=C1 (4-tert-Butyl-N-[4-fluoro-2-(pyridine-4-carbonyl)-phenyl]-benzenesulfonamide). As a reaction SMILES: [NH2:1][C:2]1[CH:7]=[CH:6][C:5]([F:8])=[CH:4][C:3]=1[C:9]([C:11]1[CH:16]=[CH:15][N:14]=[CH:13][CH:12]=1)=[O:10].[C:17]([C:21]1[CH:26]=[CH:25][C:24]([S:27](Cl)(=[O:29])=[O:28])=[CH:23][CH:22]=1)([CH3:20])([CH3:19])[CH3:18]>>[C:17]([C:21]1[CH:26]=[CH:25][C:24]([S:27]([NH:1][C:2]2[CH:7]=[CH:6][C:5]([F:8])=[CH:4][C:3]=2[C:9]([C:11]2[CH:16]=[CH:15][N:14]=[CH:13][CH:12]=2)=[O:10])(=[O:29])=[O:28])=[CH:23][CH:22]=1)([CH3:20])([CH3:18])[CH3:19]. Procedure details: The title compound was prepared according to the general procedure for the synthesis of N-Aryl-benzenesulfonamides previously described using 108 mg of (2-Amino-5-fluoro-phenyl)-pyridin-4-yl-methanone and 116 mg of 4-tert-butyl-benzenesulfonyl chloride. 1H-NMR (400 MHz, CDCl3): δ 1.25 (s, 9H), 6.98 (dd, 1H, J=8.8 Hz, 3.2 Hz), 7.30-7.38 (m, 3H), 7.43 (m, 2H), 7.62 (m, 2H), 7.80 (dd, 1H, 9.2 Hz, 4.8 Hz), 8.82 (d, 2H, 4.8 Hz), 9.82 (s,1H). MS: m/z 413.5 (M++1).